Dataset: the Open Reaction Database (ORD), a public repository of structured organic reaction records. Task: describe an organic reaction: reactants, conditions, products, and yield The reactants are BrC=1C=NC=2N(C1)N=C(C2)C(=O)O (6-bromo-pyrazolo[1,5-a]pyrimidine-2-carboxylic acid), CC1NCC2=CC=CC=C2C1 (3-methyl-1,2,3,4-tetrahydro-isoquinoline). Yields the product BrC=1C=NC=2N(C1)N=C(C2)C(=O)N2CC1=CC=CC=C1CC2C ((6-Bromo-pyrazolo[1,5-a]pyrimidin-2-yl)-(3-methyl-3,4-dihydro-1H-isoquinolin-2-yl)-methanone). RXN SMILES: [Br:1][C:2]1[CH:3]=[N:4][C:5]2[N:6]([N:8]=[C:9]([C:11]([OH:13])=O)[CH:10]=2)[CH:7]=1.[CH3:14][CH:15]1[CH2:24][C:23]2[C:18](=[CH:19][CH:20]=[CH:21][CH:22]=2)[CH2:17][NH:16]1>>[Br:1][C:2]1[CH:3]=[N:4][C:5]2[N:6]([N:8]=[C:9]([C:11]([N:16]3[CH:15]([CH3:14])[CH2:24][C:23]4[C:18](=[CH:19][CH:20]=[CH:21][CH:22]=4)[CH2:17]3)=[O:13])[CH:10]=2)[CH:7]=1. Procedure details: In close analogy to the procedure described in Example 1, 6-bromo-pyrazolo[1,5-a]pyrimidine-2-carboxylic acid is reacted with 3-methyl-1,2,3,4-tetrahydro-isoquinoline to provide the title compound in moderate yield. The reactants are C1(CCCCC1)C1=CC=CC=C1 (Cyclohexyl benzene), [Na+].[Cl-] (NaCl), S(O)(O)(=O)=O (Sulfuric acid), OS(=O)(=O)O.O=S(=O)=O (oleum). Run at temperature 70 celsius, time 3 hour. Yields the product [Na+].C1(CCCCC1)C1=CC=C(C=C1)S(=O)(=O)[O-] (4-Cyclohexylbenzenesulfonic Acid Sodium Salt). Reaction SMILES: [CH:1]1([C:7]2[CH:12]=[CH:11][CH:10]=[CH:9][CH:8]=2)[CH2:6][CH2:5][CH2:4][CH2:3][CH2:2]1.[S:13](=O)(=[O:16])([OH:15])[OH:14].OS(O)(=O)=O.O=S(=O)=O.[Na+:27].[Cl-]>>[Na+:27].[CH:7]1([C:1]2[CH:2]=[CH:3][C:4]([S:13]([O-:16])(=[O:15])=[O:14])=[CH:5][CH:6]=2)[CH2:8][CH2:9][CH2:10][CH2:11][CH2:12]1 |f:2.3,4.5,6.7|. Procedure details: Cyclohexyl benzene (500 gm, 3.12M) is stirred in a five liter 3-necked flask equipped with a condenser and a thermowatch, and is warmed to 70° C. Sulfuric acid (381 gm, 3.74M) and 30% oleum (38.2 gm) are added dropwise to the stirred reaction at a rate sufficient to maintain a temperature of approximately 70°-75° C. When the addition is complete, the reaction is aged at 70° C. for three hours and then cooled. The resulting reaction mixture, which is deep red in color, then is drowned in two lite... Reactants: [Si](C)(C)(C(C)(C)C)O[C@@H]1C=C2C=C[C@@H]([C@@H]([C@H]2[C@H](C1)OC(C(C)(COC)COC)=O)CC[C@@H]1C[C@H](CC(O1)=O)O[Si](C)(C)C(C)(C)C)C ((4R,6R)-6-{(1S,2S,6S,8S,8aR)-2-[1,2,6,7,8,8a-Hexahydro-6-t-butyldimethylsilyloxy-8-(2,2-bis[methoxymethyl]propionyloxy)-2-methyl-1-naphthyl]ethyl}tetrahydro-4-t-butyldimethylsilyloxy-2H-pyran-2-one), solution, [F-].C(CCC)[N+](CCCC)(CCCC)CCCC (tetrabutylammonium fluoride). Run in O1CCCC1 (tetrahydrofuran). The product is O[C@@H]1C=C2C=C[C@@H]([C@@H]([C@H]2[C@H](C1)OC(C(C)(COC)COC)=O)CC[C@@H]1C[C@H](CC(O1)=O)O)C ((4R,6R)-6-{(1S,2S,6S,8S,8aR)-2-[1,2,6,7,8,8a-Hexahydro-6-hydroxy-8-(2,2-bis[methoxymethyl]propionyloxy)-2-methyl-1-naphthyl]ethyl}tetrahydro-4-hydroxy-2H-pyran-2-one). Yield: 78.2%. As a reaction SMILES: [Si]([O:8][C@H:9]1[CH2:18][C@H:17]([O:19][C:20](=[O:29])[C:21]([CH2:26][O:27][CH3:28])([CH2:23][O:24][CH3:25])[CH3:22])[C@H:16]2[C:11]([CH:12]=[CH:13][C@H:14]([CH3:47])[C@@H:15]2[CH2:30][CH2:31][C@H:32]2[O:37][C:36](=[O:38])[CH2:35][C@H:34]([O:39][Si](C(C)(C)C)(C)C)[CH2:33]2)=[CH:10]1)(C(C)(C)C)(C)C.[F-].C([N+](CCCC)(CCCC)CCCC)CCC>O1CCCC1>[OH:8][C@H:9]1[CH2:18][C@H:17]([O:19][C:20](=[O:29])[C:21]([CH2:26][O:27][CH3:28])([CH2:23][O:24][CH3:25])[CH3:22])[C@H:16]2[C:11]([CH:12]=[CH:13][C@H:14]([CH3:47])[C@@H:15]2[CH2:30][CH2:31][C@H:32]2[O:37][C:36](=[O:38])[CH2:35][C@H:34]([OH:39])[CH2:33]2)=[CH:10]1 |f:1.2|. Reported procedure: A procedure similar to that described in Example 2, above, was followed, but using 200 mg of (4R,6R)-6-{(1S,2S,6S,8S,8aR)-2-[1,2,6,7,8,8a-hexahydro-6-t-butyldimethylsilyloxy-8-(2,2-bis[methoxymethyl]propionyloxy)-2-methyl-1-naphthyl]ethyl}tetrahydro-4-t-butyldimethylsilyloxy-2H-pyran-2-one [prepared as described in Example 160, above] and 4.0 ml of a 1.0 molar solution of tetrabutylammonium fluoride in tetrahydrofuran, to give 105 mg of the title compound as colorless needle-like crystals, melti... Reactants: N1N=CC=C1 (pyrazole), C([O-])([O-])=O.[K+].[K+] (potassium carbonate), [I-].[K+] (potassium iodide), C1=COC=2C1=C(C3=C(C2)OC(=O)C=C3)O (5-hydroxypsoralen), ICCCCCl (4-iodo-1-chlorobutane), C([O-])([O-])=O.[K+].[K+] (potassium carbonate). Solvent: CC(CC)=O (2-butanone), CC(=O)C (acetone). Conditions: time 17.5 minute. Product: N1(N=CC=C1)CCCCOC1=C2C(=CC3=C1C=CC(O3)=O)OC=C2 (4-{4-(1-N-Pyrazolyl)butoxy}-7H-furo[3,2-g][1]benzopyran-7-on). RXN SMILES: [CH:1]1[C:5]2=[C:6]([OH:15])[C:7]3[CH:14]=[CH:13][C:11](=[O:12])[O:10][C:8]=3[CH:9]=[C:4]2[O:3][CH:2]=1.I[CH2:17][CH2:18][CH2:19][CH2:20]Cl.C(=O)([O-])[O-].[K+].[K+].[NH:28]1[CH:32]=[CH:31][CH:30]=[N:29]1.[I-].[K+]>CC(C)=O.CC(=O)CC>[N:28]1([CH2:17][CH2:18][CH2:19][CH2:20][O:15][C:6]2[C:7]3[CH:14]=[CH:13][C:11](=[O:12])[O:10][C:8]=3[CH:9]=[C:4]3[O:3][CH:2]=[CH:1][C:5]=23)[CH:32]=[CH:31][CH:30]=[N:29]1 |f:2.3.4,6.7|. Reported procedure: 500 mg (2.473 mmol) of 5-hydroxypsoralen and 893 mg (4.088 mmol) of 4-iodo-1-chlorobutane were stirred at 25° C. in 30 ml of anhydrous acetone in the presence of an excess (2.0 g) of anhydrous potassium carbonate for 28 hours. The progress of the reaction was monitored by thin layer chromatography. After 28 hours the reaction mixture was concentrated under reduced pressure and distilled off the solvent almost completely. The oily residue was cooled and diluted with water. The aqueous solution wa... Starting materials: [Ag+], CCO, O=[N+]([O-])[O-], [Na+], [OH-], O, O=CCc1ccc2nc(-c3ccccc3)ccc2c1. Yields the product O=C(O)Cc1ccc2nc(-c3ccccc3)ccc2c1. As a reaction SMILES: [Ag+:30].[CH3:22][CH2:23][OH:24].[N+:26]([O-:27])([O-:28])=[O:29].[Na+:21].[OH-:20].[OH2:25].[c:1]1(-[c:7]2[n:8][c:9]3[cH:10][cH:11][c:12]([CH2:17][CH:18]=[O:19])[cH:13][c:14]3[cH:15][cH:16]2)[cH:2][cH:3][cH:4][cH:5][cH:6]1>>[c:1]1(-[c:7]2[n:8][c:9]3[cH:10][cH:11][c:12]([CH2:17][C:18](=[O:19])[OH:20])[cH:13][c:14]3[cH:15][cH:16]2)[cH:2][cH:3][cH:4][cH:5][cH:6]1. Reactants: BrC1=CC=C(C(=O)NCCC2=CC(=CC=C2)OC)C=C1 (4-bromo-N-[2-(3-methoxyphenyl)ethyl]benzamide), P(Cl)(Cl)(Cl)(Cl)Cl (phosphorous pentachloride), CCCCCC (Hexane). Run in C(Cl)(Cl)Cl (CHCl3). Conditions: time 18 hour. Yields the product Cl.BrC1=CC=C(C=C1)C1=NCCC2=CC(=CC=C12)OC (1-(4-Bromophenyl)-6-methoxy-3,4-dihydroisoquinoline hydrochloride). The yield is 69.0%. As a reaction SMILES: [Br:1][C:2]1[CH:20]=[CH:19][C:5]([C:6]([NH:8][CH2:9][CH2:10][C:11]2[CH:16]=[CH:15][CH:14]=[C:13]([O:17][CH3:18])[CH:12]=2)=O)=[CH:4][CH:3]=1.P(Cl)(Cl)(Cl)(Cl)[Cl:22].CCCCCC>C(Cl)(Cl)Cl>[ClH:22].[Br:1][C:2]1[CH:20]=[CH:19][C:5]([C:6]2[C:16]3[C:11](=[CH:12][C:13]([O:17][CH3:18])=[CH:14][CH:15]=3)[CH2:10][CH2:9][N:8]=2)=[CH:4][CH:3]=1 |f:4.5|. Procedure: To a solution of 4-bromo-N-[2-(3-methoxyphenyl)ethyl]benzamide (5.00 g, 15.0 mmol) in CHCl3 (30 ml) was added phosphorous pentachloride (5.30 g, 25.0 mmol) and the mixture stirred for 18 hr at rt under N2. Hexane was added to the mixture and the liquid was then decanted off. EtOH (15 ml) was added to the residue and the mixture was triturated with diethyl ether to give 3.65 g (69% yield) of off-white solid. The reactants are COC(C1=C(C=CC=C1)OC1=C(C(=CC=C1)OCCCOC1=C(C=C(C(=C1)OCC1=CC=CC=C1)C=1N=CSC1)CC)CCC)=O (2-{3-[3-(5-benzyloxy-2-ethyl-4-thiazol-4-yl-phenoxy)propoxy]-2-propyl-phenoxy}benzoic acid methyl ester), B(F)(F)F.CCOCC (boron trifluoride etherate). The solvent is C(C)OCC (diethyl ether), C(C)S (ethanethiol). Yields the product C(C)C1=C(OCCCOC=2C(=C(OC3=C(C(=O)O)C=CC=C3)C=CC2)CCC)C=C(C(=C1)C=1N=CSC1)O (2-{3-[3-(2-Ethyl-5-hydroxy-4-thiazol-4-yl-phenoxy)propoxy]-2-propyl-phenoxy}benzoic acid). Yield: 67.1%. RXN SMILES: C[O:2][C:3](=[O:46])[C:4]1[CH:9]=[CH:8][CH:7]=[CH:6][C:5]=1[O:10][C:11]1[CH:16]=[CH:15][CH:14]=[C:13]([O:17][CH2:18][CH2:19][CH2:20][O:21][C:22]2[CH:27]=[C:26]([O:28]CC3C=CC=CC=3)[C:25]([C:36]3[N:37]=[CH:38][S:39][CH:40]=3)=[CH:24][C:23]=2[CH2:41][CH3:42])[C:12]=1[CH2:43][CH2:44][CH3:45].B(F)(F)F.CCOCC>C(S)C.C(OCC)C>[CH2:41]([C:23]1[CH:24]=[C:25]([C:36]2[N:37]=[CH:38][S:39][CH:40]=2)[C:26]([OH:28])=[CH:27][C:22]=1[O:21][CH2:20][CH2:19][CH2:18][O:17][C:13]1[C:12]([CH2:43][CH2:44][CH3:45])=[C:11]([CH:16]=[CH:15][CH:14]=1)[O:10][C:5]1[CH:6]=[CH:7][CH:8]=[CH:9][C:4]=1[C:3]([OH:46])=[O:2])[CH3:42] |f:1.2|. Procedure details: A solution of 2-{3-[3-(5-benzyloxy-2-ethyl-4-thiazol-4-yl-phenoxy)propoxy]-2-propyl-phenoxy}benzoic acid methyl ester (243 mg, 0.366 mmol) in ethanethiol (7 mL) was treated with boron trifluoride etherate at room temperature for 4 h. The mixture was diluted with diethyl ether, washed once with water, once with saturated sodium bicarbonate solution, dried (sodium sulfate), filtered, and concentrated in vacuo. Chromatography (silica gel, 15% ethyl acetate/85% hexane) of the residue provided 131 mg...